This data is from the Open Reaction Database (ORD), a public repository of structured organic reaction records. The task is: describe an organic reaction: reactants, conditions, products, and yield Reactants: C(C)(C)(C)OC(NC1=CC(=C(C=C1)F)F)=O ((3,4-difluorophenyl)-carbamic acid-tert-butyl ester), [H-].[Na+] (NaH), C(C=C)I (allyl iodide). Run in CCOC(=O)C (EtOAc), CN(C)C=O (DMF). Conditions: temperature 0 celsius, time 30 minute. Yields the product C(C)(C)(C)OC(N(C1=CC(=C(C=C1)F)F)CC=C)=O (allyl-(3,4-difluorophenyl)-carbamic acid-tert-butyl ester). Yield: 78.8%. RXN SMILES: [C:1]([O:5][C:6](=[O:16])[NH:7][C:8]1[CH:13]=[CH:12][C:11]([F:14])=[C:10]([F:15])[CH:9]=1)([CH3:4])([CH3:3])[CH3:2].[H-].[Na+].[CH2:19](I)[CH:20]=[CH2:21]>CN(C=O)C.CCOC(C)=O>[C:1]([O:5][C:6](=[O:16])[N:7]([CH2:21][CH:20]=[CH2:19])[C:8]1[CH:13]=[CH:12][C:11]([F:14])=[C:10]([F:15])[CH:9]=1)([CH3:4])([CH3:2])[CH3:3] |f:1.2|. Reported procedure: To a solution of (3,4-difluorophenyl)-carbamic acid-tert-butyl ester (2.42 g, 10.55 mmol) in DMF (80 mL) at 0° C. under Ar was added NaH (60% dispersion in mineral oil, 0.805 g, 21 mmol, 2 eq.). The mixture was stirred at 0° C. for 30 min and then allyl iodide (6.42 mL, 53 mmol, 5 eq.) was added over 5 min. The mixture was warmed to room temperature and stirred for 2 h. The mixture was then diluted with EtOAc (100 mL) and washed with saturated aqueous NaHCO3 (100 mL). The aqueous phase was washe... Reactants: CC1(C=2C=CC(=CC2C(CC1)(C)C)C(=O)O)C (5,5,8,8-tetramethyl-5,6,7,8-tetrahydro-2-naphthoic acid), OC1=CC=C(C(=O)OCC)C=C1 (ethyl 4-hydroxybenzoate), C1(CCCCC1)N=C=NC1CCCCC1 (1,3-dicyclohexylcarbodiimide). Reagents/catalysts: CN(C1=CC=NC=C1)C (4-dimethylaminopyridine). Run in C(Cl)Cl (methylene chloride). Product: CC1(C=2C=CC(=CC2C(CC1)(C)C)C(=O)OC1=CC=C(C(=O)OCC)C=C1)C (Ethyl 4-(5,5,8,8-tetramethyl-5,6,7,8-tetrahydro-2-naphthoyloxy)benzoate). Reaction SMILES: [CH3:1][C:2]1([CH3:17])[CH2:11][CH2:10][C:9]([CH3:13])([CH3:12])[C:8]2[CH:7]=[C:6]([C:14]([OH:16])=[O:15])[CH:5]=[CH:4][C:3]1=2.O[C:19]1[CH:29]=[CH:28][C:22]([C:23]([O:25][CH2:26][CH3:27])=[O:24])=[CH:21][CH:20]=1.C1(N=C=NC2CCCCC2)CCCCC1>CN(C)C1C=CN=CC=1.C(Cl)Cl>[CH3:1][C:2]1([CH3:17])[CH2:11][CH2:10][C:9]([CH3:12])([CH3:13])[C:8]2[CH:7]=[C:6]([C:14]([O:16][C:19]3[CH:29]=[CH:28][C:22]([C:23]([O:25][CH2:26][CH3:27])=[O:24])=[CH:21][CH:20]=3)=[O:15])[CH:5]=[CH:4][C:3]1=2. Reported procedure: A solution of 116 mg (0.5 mmol) of 5,5,8,8-tetramethyl-5,6,7,8-tetrahydro-2-naphthoic acid, 58 mg (0.5 mmol) of ethyl 4-hydroxybenzoate, 117 mg (0.56 mmol) of 1,3-dicyclohexylcarbodiimide and 30 mg (0.25 mmol) of 4-dimethylaminopyridine in 15 ml of methylene chloride was stirred at room temperature for 12 hours. The reaction mixture was then filtered and the filtrate concentrated in-vacuo. The resultant residue was purified by flash chromatography (silica; 5% ethyl acetate in hexanes) to give th... Reactants: FC=1C=C(C=CC1)[C@]1(CCN(C(O1)=O)[C@@H](C)C1=CC=C(C=C1)B1OC(C(O1)(C)C)(C)C)CC(C)(C)O ((S)-6-(3-fluorophenyl)-6-(2-hydroxy-2-methylpropyl)-3-((S)-1-(4-(4,4,5,5-tetramethyl-1,3,2-dioxaborolan-2-yl)phenyl)ethyl)-1,3-oxazinan-2-one), IC1=CC(N(C=C1)C)=O (4-iodo-1-methylpyridin-2(1H)-one). Product: FC=1C=C(C=CC1)[C@]1(CCN(C(O1)=O)[C@@H](C)C1=CC=C(C=C1)C1=CC(N(C=C1)C)=O)CC(C)(C)O ((S)-6-(3-fluorophenyl)-6-(2-hydroxy-2-methylpropyl)-3-((S)-1-(4-(1-methyl-2-oxo-1,2-dihydropyridin-4-yl)phenyl)ethyl)-1,3-oxazinan-2-one). Reaction SMILES: [F:1][C:2]1[CH:3]=[C:4]([C@:8]2([CH2:32][C:33]([OH:36])([CH3:35])[CH3:34])[O:13][C:12](=[O:14])[N:11]([C@H:15]([C:17]3[CH:22]=[CH:21][C:20](B4OC(C)(C)C(C)(C)O4)=[CH:19][CH:18]=3)[CH3:16])[CH2:10][CH2:9]2)[CH:5]=[CH:6][CH:7]=1.I[C:38]1[CH:43]=[CH:42][N:41]([CH3:44])[C:40](=[O:45])[CH:39]=1>>[F:1][C:2]1[CH:3]=[C:4]([C@:8]2([CH2:32][C:33]([OH:36])([CH3:34])[CH3:35])[O:13][C:12](=[O:14])[N:11]([C@H:15]([C:17]3[CH:22]=[CH:21][C:20]([C:38]4[CH:43]=[CH:42][N:41]([CH3:44])[C:40](=[O:45])[CH:39]=4)=[CH:19][CH:18]=3)[CH3:16])[CH2:10][CH2:9]2)[CH:5]=[CH:6][CH:7]=1. Procedure details: The title compound was prepared from (S)-6-(3-fluorophenyl)-6-(2-hydroxy-2-methylpropyl)-3-((S)-1-(4-(4,4,5,5-tetramethyl-1,3,2-dioxaborolan-2-yl)phenyl)ethyl)-1,3-oxazinan-2-one and 4-iodo-1-methylpyridin-2(1H)-one following a procedure analogous to that described in Example 23 Step 9. LC-MS Method 2 tR=1.57 min, m/z=501, 479, 421. Reactants: COC(=O)N=C=S, CCOCC, CCCCNc1ccc(C(=O)c2ccccc2)cc1N. Yields the product CCCCNc1ccc(C(=O)c2ccccc2)cc1NC(=S)NC(=O)OC. RXN SMILES: [C:21](=[O:22])([O:23][CH3:24])[N:25]=[C:26]=[S:27].[CH3:28][CH2:29][O:30][CH2:31][CH3:32].[NH2:1][c:2]1[cH:3][c:4]([C:5](=[O:6])[c:7]2[cH:8][cH:9][cH:10][cH:11][cH:12]2)[cH:13][cH:14][c:15]1[NH:16][CH2:17][CH2:18][CH2:19][CH3:20]>>[NH:1]([c:2]1[cH:3][c:4]([C:5](=[O:6])[c:7]2[cH:8][cH:9][cH:10][cH:11][cH:12]2)[cH:13][cH:14][c:15]1[NH:16][CH2:17][CH2:18][CH2:19][CH3:20])[C:26]([NH:25][C:21](=[O:22])[O:23][CH3:24])=[S:27]. Reactants: Brc1ccc(-c2ccc(Br)cc2)cc1, CC(C)(C)[O-], Cc1ccccc1, [Fe+2], [Na+], CC(=O)[O-], CC(=O)[O-], [Pd+2], c1ccc(Nc2cccc3ccccc23)cc1, c1ccc(P(c2ccccc2)[c-]2cccc2)cc1, c1ccc(P(c2ccccc2)[c-]2cccc2)cc1. Yields the product Brc1ccc(-c2ccc(N(c3ccccc3)c3cccc4ccccc34)cc2)cc1. As a reaction SMILES: [Br:1][c:2]1[cH:3][cH:4][c:5](-[c:8]2[cH:9][cH:10][c:11]([Br:14])[cH:12][cH:13]2)[cH:6][cH:7]1.[CH3:32][C:33]([CH3:34])([O-:35])[CH3:36].[CH3:38][c:39]1[cH:40][cH:41][cH:42][cH:43][cH:44]1.[Fe+2:90].[Na+:37].[O-:46][C:47]([CH3:48])=[O:49].[O-:50][C:51]([CH3:52])=[O:53].[Pd+2:45].[c:15]1([NH:25][c:26]2[cH:27][cH:28][cH:29][cH:30][cH:31]2)[cH:16][cH:17][cH:18][c:19]2[cH:20][cH:21][cH:22][cH:23][c:24]12.[cH:54]1[cH:55][cH:56][c:57]([P:58]([c:59]2[cH:60][cH:61][cH:62][cH:63][cH:64]2)[c-:65]2[cH:66][cH:67][cH:68][cH:69]2)[cH:70][cH:71]1.[cH:72]1[cH:73][cH:74][c:75]([P:76]([c:77]2[cH:78][cH:79][cH:80][cH:81][cH:82]2)[c-:83]2[cH:84][cH:85][cH:86][cH:87]2)[cH:88][cH:89]1>>[c:2]1([N:25]([c:15]2[cH:16][cH:17][cH:18][c:19]3[cH:20][cH:21][cH:22][cH:23][c:24]23)[c:26]2[cH:27][cH:28][cH:29][cH:30][cH:31]2)[cH:3][cH:4][c:5](-[c:8]2[cH:9][cH:10][c:11]([Br:14])[cH:12][cH:13]2)[cH:6][cH:7]1. The reactants are [N+](=O)([O-])C1=CC=C(C=C(C#N)C#N)C=C1 (4-nitrobenzylidenemalononitrile), [BH4-].[Na+] (sodium borohydride), C(C)O (ethanol). Solvent: O (water), C(C)OC(C)=O (ethylacetate). Run at time 0.5 hour. Yields the product C(C1=CC=CC=C1)C(C#N)C#N (Benzylmalononitrile). Yield: 67.5%. As a reaction SMILES: [N+]([C:4]1[CH:15]=[CH:14][C:7]([CH:8]=[C:9]([C:12]#[N:13])[C:10]#[N:11])=[CH:6][CH:5]=1)([O-])=O.[BH4-].[Na+].C(O)C>C(OC(=O)C)C.O>[CH2:8]([CH:9]([C:10]#[N:11])[C:12]#[N:13])[C:7]1[CH:14]=[CH:15][CH:4]=[CH:5][CH:6]=1 |f:1.2|. Procedure: 4.5 Grams of 4-nitrobenzylidenemalononitrile, prepared according to Example 1, was dissolved in 200 milliliters of ethylacetate. To this was added an aqueous solution of 0.54 gram of sodium borohydride in 5 milliliters of water, and the mixture was stirred at ambient temperature for 1/2 hour. The organic layer was separated, using a separatory funnel, and washed three times with water. The organic extract was dried over anhydrous sodium sulfate, and evaporated to dryness. The crude reaction prod... The reactants are N1(CCNCC1)C1=C(C=CC=C1)O (2-piperazin-1-yl-phenol), C(=O)O (formic acid), C=O (formaldehyde). The solvent is CCO (EtOH). Run at temperature 90 celsius. Yields the product CN1CCN(CC1)C1=C(C=CC=C1)O.C1(=CC=CC=C1)O (phenol 2-(4-methylpiperazin-1-yl)phenol). The yield is 94.6%. As a reaction SMILES: [N:1]1([C:7]2[CH:12]=[CH:11][CH:10]=[CH:9][C:8]=2[OH:13])[CH2:6][CH2:5][NH:4][CH2:3][CH2:2]1.[CH:14](O)=O.C=O>CCO>[CH3:14][N:4]1[CH2:3][CH2:2][N:1]([C:7]2[CH:12]=[CH:11][CH:10]=[CH:9][C:8]=2[OH:13])[CH2:6][CH2:5]1.[C:8]1([OH:13])[CH:9]=[CH:10][CH:11]=[CH:12][CH:7]=1 |f:4.5|. Procedure: To a solution of 2-piperazin-1-yl-phenol (2 g, 11.22 mmol) in 50 mL of EtOH, formic acid (224.43 mmol, 20 eq.) and formaldehyde (62.84 mmol, 5.6 eq.) were added. The reaction was stirred and refluxed at 90° C. for 4 hours. The crude reaction mixture was cooled to room temperature and concentrated in vacuo. The residue was dissolved into ethyl acetate and extracted with an aqueous solution of 0.1M NaOH and then an aqueous solution of saturated sodium bicarbonate. The organic layer was collected, ... Starting materials: N#Cc1ccc(CBr)cc1, [Cl-], [Na+], [Na+], [Na+], O, O=S([O-])[O-]. The product is N#Cc1ccc(CS(=O)(=O)[O-])cc1, [Na+]. As a reaction SMILES: [Br:1][CH2:2][c:3]1[cH:4][cH:5][c:6]([C:9]#[N:10])[cH:7][cH:8]1.[Cl-:17].[Na+:15].[Na+:16].[Na+:18].[OH2:19].[S:11](=[O:12])([O-:13])[O-:14]>>[CH2:2]([c:3]1[cH:4][cH:5][c:6]([C:9]#[N:10])[cH:7][cH:8]1)[S:11](=[O:12])(=[O:13])[O-:14].[Na+:15]. Starting materials: O=C(Nc1ccc(F)c([N+](=O)[O-])c1)c1cccc(C(F)(F)F)c1, O, Oc1ccc(O)cc1. Product: O=C(Nc1ccc(Oc2ccc(O)cc2)c([N+](=O)[O-])c1)c1cccc(C(F)(F)F)c1. Reaction SMILES: [F:9][c:10]1[c:11]([N+:29](=[O:30])[O-:31])[cH:12][c:13]([NH:16][C:17]([c:18]2[cH:19][c:20]([C:24]([F:25])([F:26])[F:27])[cH:21][cH:22][cH:23]2)=[O:28])[cH:14][cH:15]1.[OH2:32].[OH:1][c:2]1[cH:3][cH:4][c:5]([OH:6])[cH:7][cH:8]1>>[OH:1][c:2]1[cH:3][cH:4][c:5]([O:6][c:10]2[c:11]([N+:29](=[O:30])[O-:31])[cH:12][c:13]([NH:16][C:17]([c:18]3[cH:19][c:20]([C:24]([F:25])([F:26])[F:27])[cH:21][cH:22][cH:23]3)=[O:28])[cH:14][cH:15]2)[cH:7][cH:8]1.